The task is: describe an organic reaction: reactants, conditions, products, and yield. This data is from the Open Reaction Database (ORD), a public repository of structured organic reaction records. Yields the product CCCOc1cc(OCCC)c2c(C)c(CCN3CCN(c4ccccc4OC)CC3)c(=O)oc2c1. Starting materials: COc1ccccc1N1CCNCC1, CCCOc1cc(OCCC)c2c(C)c(CCCl)c(=O)oc2c1. As a reaction SMILES: [CH3:24][O:25][c:26]1[c:27]([N:32]2[CH2:33][CH2:34][NH:35][CH2:36][CH2:37]2)[cH:28][cH:29][cH:30][cH:31]1.[Cl:1][CH2:2][CH2:3][c:4]1[c:5](=[O:23])[o:6][c:7]2[c:8]([c:9]1[CH3:10])[c:11]([O:19][CH2:20][CH2:21][CH3:22])[cH:12][c:13]([O:15][CH2:16][CH2:17][CH3:18])[cH:14]2>>[CH2:2]([CH2:3][c:4]1[c:5](=[O:23])[o:6][c:7]2[c:8]([c:9]1[CH3:10])[c:11]([O:19][CH2:20][CH2:21][CH3:22])[cH:12][c:13]([O:15][CH2:16][CH2:17][CH3:18])[cH:14]2)[N:35]1[CH2:34][CH2:33][N:32]([c:27]2[c:26]([O:25][CH3:24])[cH:31][cH:30][cH:29][cH:28]2)[CH2:37][CH2:36]1. Reactants: CCOP(O)O, CC(=O)O, Nc1ccccc1, [PH4+], c1ccncc1. Product: CC(=O)Nc1ccccc1. Reaction SMILES: [CH2:1]([CH3:2])[O:3][P:4]([OH:5])[OH:6].[CH3:15][C:16](=[O:17])[OH:18].[NH2:8][c:9]1[cH:10][cH:11][cH:12][cH:13][cH:14]1.[PH4+:7].[cH:19]1[cH:20][cH:21][n:22][cH:23][cH:24]1>>[C:1]([CH3:2])(=[O:3])[NH:8][c:9]1[cH:10][cH:11][cH:12][cH:13][cH:14]1. The reactants are C=CCn1c(Cl)nc2c1c(=O)n(CCCn1cnc(Cc3ccccc3)n1)c(=O)n2CCCC, C1COCCN1, C1CCOC1, CO, c1ccc(P(c2ccccc2)(c2ccccc2)[Pd](P(c2ccccc2)(c2ccccc2)c2ccccc2)(P(c2ccccc2)(c2ccccc2)c2ccccc2)P(c2ccccc2)(c2ccccc2)c2ccccc2)cc1. Product: CCCCn1c(=O)n(CCCn2cnc(Cc3ccccc3)n2)c(=O)c2[nH]c(Cl)nc21. Reaction SMILES: [CH2:1]([CH2:2][CH2:3][CH3:4])[n:5]1[c:6](=[O:34])[n:7]([CH2:19][CH2:20][CH2:21][n:22]2[n:23][c:24]([CH2:27][c:28]3[cH:29][cH:30][cH:31][cH:32][cH:33]3)[n:25][cH:26]2)[c:8](=[O:18])[c:9]2[n:10]([CH2:15][CH:16]=[CH2:17])[c:11]([Cl:14])[n:12][c:13]12.[CH2:35]1[NH:36][CH2:37][CH2:38][O:39][CH2:40]1.[CH2:43]1[O:44][CH2:45][CH2:46][CH2:47]1.[CH3:41][OH:42].[cH:48]1[cH:49][cH:50][c:51]([P:52]([Pd:53]([P:54]([c:55]2[cH:56][cH:57][cH:58][cH:59][cH:60]2)([c:61]2[cH:62][cH:63][cH:64][cH:65][cH:66]2)[c:67]2[cH:68][cH:69][cH:70][cH:71][cH:72]2)([P:73]([c:74]2[cH:75][cH:76][cH:77][cH:78][cH:79]2)([c:80]2[cH:81][cH:82][cH:83][cH:84][cH:85]2)[c:86]2[cH:87][cH:88][cH:89][cH:90][cH:91]2)[P:92]([c:93]2[cH:94][cH:95][cH:96][cH:97][cH:98]2)([c:99]2[cH:100][cH:101][cH:102][cH:103][cH:104]2)[c:105]2[cH:106][cH:107][cH:108][cH:109][cH:110]2)([c:111]2[cH:112][cH:113][cH:114][cH:115][cH:116]2)[c:117]2[cH:118][cH:119][cH:120][cH:121][cH:122]2)[cH:123][cH:124]1>>[CH2:1]([CH2:2][CH2:3][CH3:4])[n:5]1[c:6](=[O:34])[n:7]([CH2:19][CH2:20][CH2:21][n:22]2[n:23][c:24]([CH2:27][c:28]3[cH:29][cH:30][cH:31][cH:32][cH:33]3)[n:25][cH:26]2)[c:8](=[O:18])[c:9]2[nH:10][c:11]([Cl:14])[n:12][c:13]12. Reactants: BrC=1N=CC(=NC1)N (5-bromopyrazin-2-amine), CC1(OB(OC1(C)C)CC(=C)C)C (4,4,5,5-tetramethyl-2-(2-methylallyl)-1,3,2-dioxaborolane), [F-].[Cs+] (CsF). The reagents and catalysts are C1=CC=C(C=C1)P([C-]2C=CC=C2)C3=CC=CC=C3.C1=CC=C(C=C1)P([C-]2C=CC=C2)C3=CC=CC=C3.Cl[Pd]Cl.[Fe+2].C(Cl)Cl (PdCl2(dppf) DCM). Conditions: temperature 100 celsius, time 3 hour. Yields the product CC(CC=1N=CC(=NC1)N)=C (5-(2-methylallyl)pyrazin-2-amine). As a reaction SMILES: Br[C:2]1[N:3]=[CH:4][C:5]([NH2:8])=[N:6][CH:7]=1.[CH3:9][C:10]1([CH3:21])[C:14](C)(C)OB(CC(C)=C)O1.[F-].[Cs+]>C1C=CC(P(C2C=CC=CC=2)[C-]2C=CC=C2)=CC=1.C1C=CC(P(C2C=CC=CC=2)[C-]2C=CC=C2)=CC=1.Cl[Pd]Cl.[Fe+2].C(Cl)Cl>[CH3:14][C:10](=[CH2:9])[CH2:21][C:2]1[N:3]=[CH:4][C:5]([NH2:8])=[N:6][CH:7]=1 |f:2.3,4.5.6.7.8|. Procedure details: To a solution of 5-bromopyrazin-2-amine (1 g, 5.75 mmol) in was added 4,4,5,5-tetramethyl-2-(2-methylallyl)-1,3,2-dioxaborolane (1.360 g, 7.47 mmol), PdCl2(dppf)-DCM adduct (0.469 g, 0.575 mmol), CsF (2.62 g, 17.24 mmol), purge though nitrogen. The reaction mixture was stirred at 100° C. in oil bath for 3h. The reaction mixture was partitioned between EtOAc and water. The organic was washed with brine, dried and concentrated. The residue was dissolved in 1N HCl (10 mL) The aqueous layer was back... Starting materials: C(C)OC(=O)NC(=NC1=CC(=CC=C1)OC1=CC=CC=C1)N1N=CC(=C1)C(=O)OCC (ethyl 1-(N-(ethoxycarbonyl)-N′-(3-phenoxyphenyl)carbamimidoyl)-1H-pyrazole-4-carboxylate), CCO (EtOH). The reagents and catalysts are Cl[Ti](Cl)(Cl)Cl (TiCl4). Solvent: ClC(C)Cl (dichloroethane). Run at time 3 hour. Yields the product O=C1NC(=NC2=CC(=CC=C12)OC1=CC=CC=C1)N1N=CC(=C1)C(=O)OCC (ethyl 1-(4-oxo-7-phenoxy-3,4-dihydroquinazolin-2-yl)-1H-pyrazole-4-carboxylate). The yield is 81.5%. Reaction SMILES: C(O[C:4]([NH:6][C:7]([N:22]1[CH:26]=[C:25]([C:27]([O:29][CH2:30][CH3:31])=[O:28])[CH:24]=[N:23]1)=[N:8][C:9]1[CH:14]=[CH:13][CH:12]=[C:11]([O:15][C:16]2[CH:21]=[CH:20][CH:19]=[CH:18][CH:17]=2)[CH:10]=1)=[O:5])C.CCO>ClC(Cl)C.Cl[Ti](Cl)(Cl)Cl>[O:5]=[C:4]1[C:14]2[C:9](=[CH:10][C:11]([O:15][C:16]3[CH:17]=[CH:18][CH:19]=[CH:20][CH:21]=3)=[CH:12][CH:13]=2)[N:8]=[C:7]([N:22]2[CH:26]=[C:25]([C:27]([O:29][CH2:30][CH3:31])=[O:28])[CH:24]=[N:23]2)[NH:6]1. Procedure details: To a solution of ethyl 1-(N-(ethoxycarbonyl)-N′-(3-phenoxyphenyl)carbamimidoyl)-1H-pyrazole-4-carboxylate (1.51 g, ca 2.51 mmol) in dichloroethane (DCE) (18 mL), neat TiCl4 (1.18 mL, 10.7 mmol) was added over 2 min. The mixture was then heated to reflux for 2 h, and then cooled in an ice bath. EtOH (50 mL) was added, and the mixture was stirred for 3 h. The resulting precipitate was collected by filtration, washed with cold EtOH, and dried to provide the titled compound (0.77 g, 57%). MS (ESI/CI...